Dataset: the Open Reaction Database (ORD), a public repository of structured organic reaction records. Task: describe an organic reaction: reactants, conditions, products, and yield Reactants: C(C)OC(CCC(CC1=CC2=CC=CC=C2C=C1)N(C(C1=CC(=CC(=C1)C(F)(F)F)C(F)(F)F)=O)C)=O (4-[N-methyl-N-(3,5-bistrifluoromethyl-benzoyl)-amino]-5-(naphth-2-yl)-pentanoic acid ethyl ester), [OH-].[Li+] (lithium hydroxide). Solvent: CO (methanol), O1CCCC1 (tetrahydrofuran), O (water). Product: CN(C(C1=CC(=CC(=C1)C(F)(F)F)C(F)(F)F)=O)C(CCC(=O)O)CC1=CC2=CC=CC=C2C=C1 (4-[N-Methyl-N-(3,5-bistrifluoromethyl-benzoyl)-amino]-5-(naphth-2-yl)-pentanoic acid). As a reaction SMILES: C([O:3][C:4](=[O:37])[CH2:5][CH2:6][CH:7]([N:19]([CH3:36])[C:20](=[O:35])[C:21]1[CH:26]=[C:25]([C:27]([F:30])([F:29])[F:28])[CH:24]=[C:23]([C:31]([F:34])([F:33])[F:32])[CH:22]=1)[CH2:8][C:9]1[CH:18]=[CH:17][C:16]2[C:11](=[CH:12][CH:13]=[CH:14][CH:15]=2)[CH:10]=1)C.[OH-].[Li+]>CO.O1CCCC1.O>[CH3:36][N:19]([CH:7]([CH2:8][C:9]1[CH:18]=[CH:17][C:16]2[C:11](=[CH:12][CH:13]=[CH:14][CH:15]=2)[CH:10]=1)[CH2:6][CH2:5][C:4]([OH:37])=[O:3])[C:20](=[O:35])[C:21]1[CH:22]=[C:23]([C:31]([F:33])([F:34])[F:32])[CH:24]=[C:25]([C:27]([F:30])([F:28])[F:29])[CH:26]=1 |f:1.2|. Procedure details: A solution of 19.5 g of 4-[N-methyl-N-(3,5-bistrifluoromethyl-benzoyl)-amino]-5-(naphth-2-yl)-pentanoic acid ethyl ester and 7.8 g of lithium hydroxide (monohydrate) in 212 ml of methanol, 148 ml of tetrahydrofuran and 60 ml of water is stirred at room temperature for 75 minutes and then concentrated by evaporation. The residue is dissolved in 150 ml of water, acidified to pH=2 with 0.1N hydrochloric acid and extracted three times with ethyl acetate. The combined organic phases are washed with w... Reactants: CCCCCCCCC=CCCCCCCCC(=O)NCCC(=O)O, ClCCl, [Cl-], Cl, O=S=O, O=S(Cl)Cl. Product: CCCCCCCCC=CCCCCCCCC(=O)NCCC(=O)O, [Cl-]. As a reaction SMILES: [C:1]([CH2:2][CH2:3][CH2:4][CH2:5][CH2:6][CH2:7][CH2:8][CH:9]=[CH:10][CH2:11][CH2:12][CH2:13][CH2:14][CH2:15][CH2:16][CH2:17][CH3:18])(=[O:19])[NH:20][CH2:21][CH2:22][C:23](=[O:24])[OH:25].[CH2:35]([Cl:36])[Cl:37].[Cl-:30].[ClH:34].[O:31]=[S:32]=[O:33].[S:26]([Cl:27])([Cl:28])=[O:29]>>[C:1]([CH2:2][CH2:3][CH2:4][CH2:5][CH2:6][CH2:7][CH2:8][CH:9]=[CH:10][CH2:11][CH2:12][CH2:13][CH2:14][CH2:15][CH2:16][CH2:17][CH3:18])(=[O:19])[NH:20][CH2:21][CH2:22][C:23](=[O:24])[OH:25].[Cl-:28]. Starting materials: C(C)OP(OCC)(=O)CCOC(C)=O (2-acetoxyethane phosphonic acid diethyl ester), Cl (HCl), C(C)(=O)OC.CO (methyl acetate methanol). Solvent: CO (methanol). The product is C(C)OP(OCC)(=O)CCO (2-hydroxyethane-phosphonic acid diethyl ester). Isolated yield 83.7%. Reaction SMILES: [CH2:1]([O:3][P:4]([CH2:9][CH2:10][O:11]C(=O)C)(=[O:8])[O:5][CH2:6][CH3:7])[CH3:2].Cl.C(OC)(=O)C.CO>CO>[CH2:6]([O:5][P:4]([CH2:9][CH2:10][OH:11])(=[O:8])[O:3][CH2:1][CH3:2])[CH3:7] |f:2.3|. Procedure details: 100 g of 2-acetoxyethane phosphonic acid diethyl ester are blended with 200 ml of methanol containing 1 wt.% of HCl and heated to 65°-70°C for 4 hours. A mixture of methyl acetate/methanol is removed continuously from the reaction mixture by distillation. Upon submitting the mixture of methyl acetate/methanol to gas chromatography no ethyl acetate at all and only traces of ethanol are found. The crude 2-hydroxyethanephosphonic acid diethyl ester is distilled under reduced pressure. 68 g of 2-hyd...